This data is from the Open Reaction Database (ORD), a public repository of structured organic reaction records. The task is: describe an organic reaction: reactants, conditions, products, and yield Product: CNC(=O)C1=NC2=C(C=NC=C2C=C1)C1=CC=C(S1)C(=O)N (5-(2-Methylcarbamoyl-[1,6]naphthyridin-8-yl)-thiophene-2-carboxylic acid amide). Reaction SMILES: O1C=CC=C1[CH2:6][NH:7][C:8]([C:10]1[CH:19]=[CH:18][C:17]2[C:12](=[C:13]([C:21]3[S:22][CH:23]=[CH:24][CH:25]=3)[CH:14]=[N:15][C:16]=2Cl)[N:11]=1)=[O:9].[CH3:26][NH2:27].C[OH:29]>>[CH3:6][NH:7][C:8]([C:10]1[CH:19]=[CH:18][C:17]2[C:12](=[C:13]([C:21]3[S:22][C:23]([C:26]([NH2:27])=[O:29])=[CH:24][CH:25]=3)[CH:14]=[N:15][CH:16]=2)[N:11]=1)=[O:9]. Reactants: O1C(=CC=C1)CNC(=O)C1=NC2=C(C=NC(=C2C=C1)Cl)C=1SC=CC1 (5-Chloro-8-thiophen-2-yl-[1,6]naphthyridine-2-carboxylic acid (furan-2-ylmethyl)-amide), CN (methylamine), CO (methanol). Procedure details: 5-Chloro-8-thiophen-2-yl-[1,6]naphthyridine-2-carboxylic acid (furan-2-ylmethyl)-amide (1.0 equiv.) was combined with methylamine (10 equiv., 2.0 M in methanol) and irradiated in a microwave at 100° C. for 600 seconds. The reaction mixture was diluted with methanol (5 mL) and sonicated. The insolubles were filtered and the filtrate was evaporated to dryness to yield the expected product as an orange oil. LC/MS (M+H) 365.2. Starting materials: CC(=O)OC(C)=O, CCC(=O)OC1(C(=O)CO)C(C)CC2C3CCC4=CC(=O)C=CC4(C)C3C(Cl)CC21C, Cl, O, c1ccncc1. Yields the product CCC(=O)OC1(C(=O)COC(C)=O)C(C)CC2C3CCC4=CC(=O)C=CC4(C)C3C(Cl)CC21C. RXN SMILES: [CH3:32][C:33](=[O:34])[O:35][C:36](=[O:37])[CH3:38].[Cl:1][CH:2]1[CH:3]2[C:4]3([CH3:31])[CH:5]=[CH:6][C:7](=[O:30])[CH:8]=[C:9]3[CH2:10][CH2:11][CH:12]2[CH:13]2[CH2:14][CH:15]([CH3:29])[C:16]([C:17]([CH2:18][OH:19])=[O:20])([O:24][C:25]([CH2:26][CH3:27])=[O:28])[C:21]2([CH3:23])[CH2:22]1.[ClH:40].[OH2:39].[cH:41]1[cH:42][cH:43][n:44][cH:45][cH:46]1>>[Cl:1][CH:2]1[CH:3]2[C:4]3([CH3:31])[CH:5]=[CH:6][C:7](=[O:30])[CH:8]=[C:9]3[CH2:10][CH2:11][CH:12]2[CH:13]2[CH2:14][CH:15]([CH3:29])[C:16]([C:17]([CH2:18][O:19][C:33]([CH3:32])=[O:34])=[O:20])([O:24][C:25]([CH2:26][CH3:27])=[O:28])[C:21]2([CH3:23])[CH2:22]1. Procedure details: Sulfomaleic anhydride (10 gm) is mixed with 80 gm (0.45 mole) of n-dodecanol and heated at 100°C for 14 hours. A solution of 7.04 gm of sodium hydroxide in 50 ml water is then added and the mixture heated at 60°C for 2 hours. The heated mixture is then extracted three times with 300 cc portions of acetone (at reflux) and the acetone insoluble fraction is then filtered, washed with additional acetone and dried to give 16.2 gm of the title compound (structure confirmed by NMR and ion exchange of a... Product: C(CCCCCCCCCCC)OC(C(=O)[O-])C(C(=O)[O-])S(=O)(=O)O.[Na+].[Na+].[Na+] (Trisodium α-Dodecyloxy-β-Sulfosuccinate). Reactants: S(=O)(=O)(O)/C=1/C(=O)OC(\C1)=O (Sulfomaleic anhydride), C(CCCCCCCCCCC)O (n-dodecanol), [OH-].[Na+] (sodium hydroxide). Isolated yield 64.2%. Solvent: O (water). Run at temperature 100 celsius. Reaction SMILES: [S:1]([C:5]1[C:6]([O:8][C:9](=[O:11])[CH:10]=1)=[O:7])([OH:4])(=[O:3])=[O:2].[CH2:12]([OH:24])[CH2:13][CH2:14][CH2:15][CH2:16][CH2:17][CH2:18][CH2:19][CH2:20][CH2:21][CH2:22][CH3:23].[OH-:25].[Na+:26]>O>[CH2:12]([O:24][CH:10]([CH:5]([S:1]([OH:4])(=[O:3])=[O:2])[C:6]([O-:25])=[O:7])[C:9]([O-:8])=[O:11])[CH2:13][CH2:14][CH2:15][CH2:16][CH2:17][CH2:18][CH2:19][CH2:20][CH2:21][CH2:22][CH3:23].[Na+:26].[Na+:26].[Na+:26] |f:2.3,5.6.7.8|. Starting materials: BrB(Br)Br, CCCCCCC(C)(C)c1cc(O)c2c(c1)oc(=O)c1ccc(OC)cc12, ClCCl, O. Product: CCCCCCC(C)(C)c1cc(O)c2c(c1)oc(=O)c1ccc(O)cc12. RXN SMILES: [B:28]([Br:29])([Br:30])[Br:31].[CH3:1][C:2]([CH2:3][CH2:4][CH2:5][CH2:6][CH2:7][CH3:8])([CH3:9])[c:10]1[cH:11][c:12]([OH:27])[c:13]2[c:14]([o:15][c:16](=[O:25])[c:17]3[c:18]2[cH:19][c:20]([O:23][CH3:24])[cH:21][cH:22]3)[cH:26]1.[Cl:33][CH2:34][Cl:35].[OH2:32]>>[CH3:1][C:2]([CH2:3][CH2:4][CH2:5][CH2:6][CH2:7][CH3:8])([CH3:9])[c:10]1[cH:11][c:12]([OH:27])[c:13]2[c:14]([o:15][c:16](=[O:25])[c:17]3[c:18]2[cH:19][c:20]([OH:23])[cH:21][cH:22]3)[cH:26]1.